Dataset: the Open Reaction Database (ORD), a public repository of structured organic reaction records. Task: describe an organic reaction: reactants, conditions, products, and yield The reactants are acetic acid ester, COC(COC=1C=C2[C@@H](C[C@@H](N(C2=CC1)C(C1=CC=C(C=C1)F)=O)C)N(C(CC)=O)C1=CC=C(C=C1)Cl)=O ((±)-cis-[4-[(4-chloro-phenyl)-propionyl-amino]-1-(4-fluoro-benzoyl)-2-methyl-1,2,3,4-tetrahydro-quinolin-6-yloxy]-acetic acid methyl ester), N (ammonia). Run in CO (methanol). Yields the product C(N)(=O)COC=1C=C2[C@@H](C[C@@H](N(C2=CC1)C(C1=CC=C(C=C1)F)=O)C)N(C(CC)=O)C1=CC=C(C=C1)Cl ((±)-Cis-N-[6-carbamoylmethoxy-1-(4-fluoro-benzoyl)-2-methyl-1,2,3,4-tetrahydro-quinolin-4-yl]-N-(4-chloro-phenyl)-propionamide), product. Isolated yield 76.0%. As a reaction SMILES: C[O:2][C:3](=O)[CH2:4][O:5][C:6]1[CH:7]=[C:8]2[C:13](=[CH:14][CH:15]=1)[N:12]([C:16](=[O:24])[C:17]1[CH:22]=[CH:21][C:20]([F:23])=[CH:19][CH:18]=1)[C@@H:11]([CH3:25])[CH2:10][C@H:9]2[N:26]([C:31]1[CH:36]=[CH:35][C:34]([Cl:37])=[CH:33][CH:32]=1)[C:27](=[O:30])[CH2:28][CH3:29].[NH3:39]>CO>[C:3]([CH2:4][O:5][C:6]1[CH:7]=[C:8]2[C:13](=[CH:14][CH:15]=1)[N:12]([C:16](=[O:24])[C:17]1[CH:18]=[CH:19][C:20]([F:23])=[CH:21][CH:22]=1)[C@@H:11]([CH3:25])[CH2:10][C@H:9]2[N:26]([C:31]1[CH:32]=[CH:33][C:34]([Cl:37])=[CH:35][CH:36]=1)[C:27](=[O:30])[CH2:28][CH3:29])(=[O:2])[NH2:39]. Procedure: (±)-Cis-N-[6-carbamoylmethoxy-1-(4-fluoro-benzoyl)-2-methyl-1,2,3,4-tetrahydro-quinolin-4-yl]-N-(4-chloro-phenyl)-propionamide was prepared from (±)-cis-4-[(4-chloro-phenyl)-propionyl-amino]-1-(4-fluoro-benzoyl)-2-methyl-1,2,3,4-tetrahydro-quinolin-6-yloxy]-acetic acid ester. To solid (±)-cis-[4-[(4-chloro-phenyl)-propionyl-amino]-1-(4-fluoro-benzoyl)-2-methyl-1,2,3,4-tetrahydro-quinolin-6-yloxy]-acetic acid methyl ester (76 mg, 0.14 mmol) was added a solution of ammonia in methanol (2 M, 10 mL)... Starting materials: ClC1=C2C=CC(=NC2=NC=C1)C(F)(F)F (5-Chloro-2-trifluoromethyl[1,8]naphthyridine), CC1(COB(OC1)C=1C=C(OCC2=NC=CC=C2)C=CC1)C (2-[3-(5,5-dimethyl[1,3,2]dioxaborinan-2-yl)phenoxymethyl]pyridine). The product is N1=C(C=CC=C1)COC=1C=C(C=CC1)C1=C2C=CC(=NC2=NC=C1)C(F)(F)F (5-[3-(pyridin-2-ylmethoxy)phenyl]-2-trifluoromethyl[1,8]naphthyridine). Yield: 42.9%. RXN SMILES: Cl[C:2]1[CH:11]=[CH:10][N:9]=[C:8]2[C:3]=1[CH:4]=[CH:5][C:6]([C:12]([F:15])([F:14])[F:13])=[N:7]2.CC1(C)COB([C:23]2[CH:24]=[C:25]([CH:34]=[CH:35][CH:36]=2)[O:26][CH2:27][C:28]2[CH:33]=[CH:32][CH:31]=[CH:30][N:29]=2)OC1>>[N:29]1[CH:30]=[CH:31][CH:32]=[CH:33][C:28]=1[CH2:27][O:26][C:25]1[CH:34]=[C:35]([C:2]2[CH:11]=[CH:10][N:9]=[C:8]3[C:3]=2[CH:4]=[CH:5][C:6]([C:12]([F:15])([F:14])[F:13])=[N:7]3)[CH:36]=[CH:23][CH:24]=1. Reported procedure: 5-Chloro-2-trifluoromethyl[1,8]naphthyridine (50 mg, 0.22 mmol) was coupled to 2-[3-(5,5-dimethyl[1,3,2]dioxaborinan-2-yl)phenoxymethyl]pyridine (83 mg, 0.28 mmol) as described in Example 7 part g), affording 5-[3-(pyridin-2-ylmethoxy)phenyl]-2-trifluoromethyl[1,8]naphthyridine (36 mg, 34%). δH (360 MHz, CDCl3) 5.28 (2H, s), 7.07-7.11 (2H, m), 7.20 (1H, dd, J 2.1 and 8.4), 7.23-7.30 (1H, m), 7.47-7.56 (3H, m), 7.73-7.78 (2H, m), 8.50 (1H, d, J 8.8), 8.61 (1H, d, J 4.6), 9.26 (1H, d, J 4.6). m/z ... Reactants: CCOCC (ether), Cl.NC(CC(=O)OC)C1=CC(=C(C=C1)OC)OC (methyl 3-amino-3-(3,4-dimethoxyphenyl)propionate hydrochloride), C([O-])([O-])=O.[Na+].[Na+] (sodium carbonate), C(=O)(OCC)N1C(C=2C(C1=O)=CC=CC2)=O (N-carbethoxyphthalimide). The solvent is C(C)#N.O (acetonitrile water). Conditions: time 1 hour. The product is C1(C=2C(C(N1C(CC(=O)OC)C1=CC(=C(C=C1)OC)OC)=O)=CC=CC2)=O (methyl 3-phthalimido-3-(3,4-dimethoxyphenyl)propionate). Yield: 91.5%. RXN SMILES: Cl.[NH2:2][CH:3]([C:9]1[CH:14]=[CH:13][C:12]([O:15][CH3:16])=[C:11]([O:17][CH3:18])[CH:10]=1)[CH2:4][C:5]([O:7][CH3:8])=[O:6].C(=O)([O-])[O-].[Na+].[Na+].C(N1[C:34](=[O:35])[C:33]2=[CH:36][CH:37]=[CH:38][CH:39]=[C:32]2[C:31]1=[O:40])(OCC)=O.CCOCC>C(#N)C.O>[C:31]1(=[O:40])[N:2]([CH:3]([C:9]2[CH:14]=[CH:13][C:12]([O:15][CH3:16])=[C:11]([O:17][CH3:18])[CH:10]=2)[CH2:4][C:5]([O:7][CH3:8])=[O:6])[C:34](=[O:35])[C:33]2=[CH:36][CH:37]=[CH:38][CH:39]=[C:32]12 |f:0.1,2.3.4,7.8|. Procedure details: A mixture of methyl 3-amino-3-(3,4-dimethoxyphenyl)propionate hydrochloride (1.38 g, 5.00 mmol), sodium carbonate (0.53 g, 5.00 mmol), and N-carbethoxyphthalimide (1.10 g, 5.0 mmol) in 40 mL of acetonitrile/water (1/1) was stirred for 1 hour at room temperature. The reaction solution was then partially concentrated under reduced pressure to remove the acetonitrile. This afforded a white gum in water. To the mixture was then added 5 mL of ether and the mixture was stirred for 2 hours. The resulti... The reactants are C1CCOC1, CO, [Na+], [OH-], COC(=O)C1=Cc2cc(-c3ccsc3)ccc2OCC1. Product: O=C(O)C1=Cc2cc(-c3ccsc3)ccc2OCC1. RXN SMILES: [CH2:23]1[O:24][CH2:25][CH2:26][CH2:27]1.[CH3:28][OH:29].[Na+:22].[OH-:21].[s:1]1[cH:2][c:3](-[c:6]2[cH:7][cH:8][c:9]3[c:10]([cH:20]2)[CH:11]=[C:12]([C:16](=[O:17])[O:18][CH3:19])[CH2:13][CH2:14][O:15]3)[cH:4][cH:5]1>>[s:1]1[cH:2][c:3](-[c:6]2[cH:7][cH:8][c:9]3[c:10]([cH:20]2)[CH:11]=[C:12]([C:16](=[O:17])[OH:18])[CH2:13][CH2:14][O:15]3)[cH:4][cH:5]1. The reactants are C(C)(=O)C=1C(OC(=CC1O)C)=O (3-acetyl-4-hydroxy-6-methyl-2H-pyran-2-one), CSCCOC=1C=C(C=O)C=CC1 (3-(2-methylthioethoxy)benzaldehyde), N1CCCCC1 (piperidine), O (water). Solvent: C(Cl)(Cl)Cl (chloroform). The product is N1(CCCCC1)C1=C(C(OC(=C1)C)=O)C(C=CC1=CC(=CC=C1)OCCSC)=O (4-piperidino-3-[3-[3-(2-methylthioethoxy)phenyl]-1-oxo-2-propenyl]-6-methyl-2H-pyran-2-one). The yield is 6.9%. RXN SMILES: [C:1]([C:4]1[C:5](=[O:12])[O:6][C:7]([CH3:11])=[CH:8][C:9]=1O)(=[O:3])[CH3:2].[CH3:13][S:14][CH2:15][CH2:16][O:17][C:18]1[CH:19]=[C:20]([CH:23]=[CH:24][CH:25]=1)[CH:21]=O.[NH:26]1[CH2:31][CH2:30][CH2:29][CH2:28][CH2:27]1.O>C(Cl)(Cl)Cl>[N:26]1([C:9]2[CH:8]=[C:7]([CH3:11])[O:6][C:5](=[O:12])[C:4]=2[C:1](=[O:3])[CH:2]=[CH:21][C:20]2[CH:23]=[CH:24][CH:25]=[C:18]([O:17][CH2:16][CH2:15][S:14][CH3:13])[CH:19]=2)[CH2:31][CH2:30][CH2:29][CH2:28][CH2:27]1. Procedure: In 8 ml of chloroform were dissolved 85.7 mg of 3-acetyl-4-hydroxy-6-methyl-2H-pyran-2-one, 100 mg of 3-(2-methylthioethoxy)benzaldehyde and 30.3 mg of piperidine, and the solution was heated under refluxing for 13 hours while water was removed with a Soxhlet's extractor filled with a molecular sieve. After cooling to room temperature, the reaction mixture washed successively with 10% hydrochloric acid and an aqueous saturated sodium chloride solution, dried over anhydrous magnesium sulfate, and... Reactants: C(C)(C)(C)OC(N(C1=NC(=C(C=C1)C(C1=CN(C=2N=CN=C(C21)OC)[Si](C(C)C)(C(C)C)C(C)C)O)F)C=2C=NC(=CC2)Cl)=O ((6-chloro-pyridin-3-yl)-{6-fluoro-5-[hydroxy-(4-methoxy-7-triisopropylsilanyl-7H-pyrrolo[2,3-d]pyrimidin-5-yl)-methyl]-pyridin-2-yl}-carbamic acid tert-butyl ester), ClCCl (dichloromethane), O (water), C1(CC1)[Mg]Br (cyclopropylmagnesium bromide). The solvent is C1(=CC=CC=C1)C (toluene), C1=CC=C(C=C1)P([C-]2C=CC=C2)C3=CC=CC=C3.C1=CC=C(C=C1)P([C-]2C=CC=C2)C3=CC=CC=C3.Cl[Pd]Cl.[Fe+2] ([1,1′-bis(diphenylphosphino)ferrocene]dichloropalladium(II)). Reaction conditions: temperature 65 celsius, time 5 minute. Yields the product C1(CC1)C1=CC=C(C=N1)NC1=CC=C(C(=N1)F)C(O)C1=CN(C=2N=CN=C(C21)OC)[Si](C(C)C)(C(C)C)C(C)C ([6-(6-cyclopropyl-pyridin-3-ylamino)-2-fluoro-pyridin-3-yl]-(4-methoxy-7-triisopropylsilanyl-7H-pyrrolo[2,3-d]pyrimidin-5-yl)-methanol). Yield: 77.7%. Reaction SMILES: C(OC(=O)[N:7]([C:38]1[CH:39]=[N:40][C:41](Cl)=[CH:42][CH:43]=1)[C:8]1[CH:13]=[CH:12][C:11]([CH:14]([OH:36])[C:15]2[C:23]3[C:22]([O:24][CH3:25])=[N:21][CH:20]=[N:19][C:18]=3[N:17]([Si:26]([CH:33]([CH3:35])[CH3:34])([CH:30]([CH3:32])[CH3:31])[CH:27]([CH3:29])[CH3:28])[CH:16]=2)=[C:10]([F:37])[N:9]=1)(C)(C)C.ClCCl.[CH:49]1([Mg]Br)[CH2:51][CH2:50]1.O>C1(C)C=CC=CC=1.C1C=CC(P(C2C=CC=CC=2)[C-]2C=CC=C2)=CC=1.C1C=CC(P(C2C=CC=CC=2)[C-]2C=CC=C2)=CC=1.Cl[Pd]Cl.[Fe+2]>[CH:49]1([C:41]2[N:40]=[CH:39][C:38]([NH:7][C:8]3[N:9]=[C:10]([F:37])[C:11]([CH:14]([C:15]4[C:23]5[C:22]([O:24][CH3:25])=[N:21][CH:20]=[N:19][C:18]=5[N:17]([Si:26]([CH:33]([CH3:35])[CH3:34])([CH:27]([CH3:29])[CH3:28])[CH:30]([CH3:32])[CH3:31])[CH:16]=4)[OH:36])=[CH:12][CH:13]=3)=[CH:43][CH:42]=2)[CH2:51][CH2:50]1 |f:5.6.7.8|. Reported procedure: To (6-chloro-pyridin-3-yl)-{6-fluoro-5-[hydroxy-(4-methoxy-7-triisopropylsilanyl-7H-pyrrolo[2,3-d]pyrimidin-5-yl)-methyl]-pyridin-2-yl}-carbamic acid tert-butyl ester (72, 105 mg, 0.160 mmol) in 3.8 mL of toluene, [1,1′-bis(diphenylphosphino)ferrocene]dichloropalladium(II) 1:1 complex with dichloromethane (13.0 mg, 0.016 mmol) is added under an atmosphere of nitrogen. The reaction is stirred for 5 minutes, then cyclopropylmagnesium bromide (17, 1.60 mL, 1.0 M in tetrahydrofuran, 1.60 mmol) is ad...